From a dataset of the Open Reaction Database (ORD), a public repository of structured organic reaction records. describe an organic reaction: reactants, conditions, products, and yield The reactants are [OH-].[Na+] (sodium hydroxide), FC=1C=C(C=CC1)CN1C(CCC1C(=O)OC)=O ((±)-1-[(3-fluorophenyl)methyl]-5-methoxycarbonyl-2-pyrrolidinone). Solvent: O (water). The product is FC=1C=C(C=CC1)CN1C(CCC1=O)C(=O)O ((±)-1-[(3-Fluorophenyl)methyl]-5-oxo-2-pyrrolidinecarboxylic acid). Isolated yield 66.2%. Reaction SMILES: [OH-].[Na+].[F:3][C:4]1[CH:5]=[C:6]([CH2:10][N:11]2[CH:15]([C:16]([O:18]C)=[O:17])[CH2:14][CH2:13][C:12]2=[O:20])[CH:7]=[CH:8][CH:9]=1>O>[F:3][C:4]1[CH:5]=[C:6]([CH2:10][N:11]2[C:12](=[O:20])[CH2:13][CH2:14][CH:15]2[C:16]([OH:18])=[O:17])[CH:7]=[CH:8][CH:9]=1 |f:0.1|. Procedure: A solution of 19.00 g of sodium hydroxide pellets in 225 ml of water was treated with 115.52 g of (±)-1-[(3-fluorophenyl)methyl]-5-methoxycarbonyl-2-pyrrolidinone and the mixture was heated for four hours (steam bath). The solution was cooled to the ambient temperature and extracted with diethyl ether (3×250 ml). The aqueous phase was acidified with concentrated hydrochloric acid to about pH-1. The aqueous phase was extracted with dichloromethane (2×300 ml) and the combined organic phase was dri... Starting materials: O=C(n1ccnc1)n1ccnc1, C1CCOC1, COc1cc(OC)c(F)c(NCc2cnc(SC)nc2NC2CC2)c1F, [H-], [Na+]. The product is COc1cc(OC)c(F)c(N2Cc3cnc(SC)nc3N(C3CC3)C2=O)c1F. RXN SMILES: [C:29](=[O:30])([n:31]1[cH:32][cH:33][n:34][cH:35]1)[n:36]1[cH:37][cH:38][n:39][cH:40]1.[CH2:41]1[O:42][CH2:43][CH2:44][CH2:45]1.[CH:1]1([NH:4][c:5]2[n:6][c:7]([S:25][CH3:26])[n:8][cH:9][c:10]2[CH2:11][NH:12][c:13]2[c:14]([F:24])[c:15]([O:22][CH3:23])[cH:16][c:17]([O:20][CH3:21])[c:18]2[F:19])[CH2:2][CH2:3]1.[H-:28].[Na+:27]>>[CH:1]1([N:4]2[c:5]3[n:6][c:7]([S:25][CH3:26])[n:8][cH:9][c:10]3[CH2:11][N:12]([c:13]3[c:14]([F:24])[c:15]([O:22][CH3:23])[cH:16][c:17]([O:20][CH3:21])[c:18]3[F:19])[C:29]2=[O:30])[CH2:2][CH2:3]1. The reactants are CC(C)(C)OC(=O)OC(=O)[O-], Cc1ccccc1, CC1(N)CN(Cc2ccccc2)CC12CC2, [Na+], [OH-]. Yields the product CC(C)(C)OC(=O)NC1(C)CN(Cc2ccccc2)CC12CC2. RXN SMILES: [C:17](=[O:18])([O:19][C:20]([CH3:21])([CH3:22])[CH3:23])[O:24][C:25]([O-:26])=[O:27].[CH3:30][c:31]1[cH:32][cH:33][cH:34][cH:35][cH:36]1.[NH2:1][C:2]1([CH3:16])[CH2:3][N:4]([CH2:9][c:10]2[cH:11][cH:12][cH:13][cH:14][cH:15]2)[CH2:5][C:6]12[CH2:7][CH2:8]2.[Na+:29].[OH-:28]>>[NH:1]([C:2]1([CH3:16])[CH2:3][N:4]([CH2:9][c:10]2[cH:11][cH:12][cH:13][cH:14][cH:15]2)[CH2:5][C:6]12[CH2:7][CH2:8]2)[C:17](=[O:18])[O:19][C:20]([CH3:21])([CH3:22])[CH3:23]. Starting materials: [N+](=O)([O-])C=1C=C(C=O)C=CC1 (3-nitrobenzaldehyde), BrCCCCCCCCCCC(CC(C)=O)=O (14-bromotetradecane-2-4-dione), C(C)(=O)O (acetic acid), N1CCCCC1 (piperidine). The solvent is C(C)(C)O (isopropanol). Run at time 4.5 day. Yields the product BrCCCCCCCCCCC(C(C(C)=O)=CC1=CC(=CC=C1)[N+](=O)[O-])=O (14-Bromo-3-(3-nitrobenzylidene)-tetradecane-2,4-dione). Isolated yield 77.0%. Reaction SMILES: [N+:1]([C:4]1[CH:5]=[C:6]([CH:9]=[CH:10][CH:11]=1)[CH:7]=O)([O-:3])=[O:2].[Br:12][CH2:13][CH2:14][CH2:15][CH2:16][CH2:17][CH2:18][CH2:19][CH2:20][CH2:21][CH2:22][C:23](=[O:28])[CH2:24][C:25](=[O:27])[CH3:26].C(O)(=O)C.N1CCCCC1>C(O)(C)C>[Br:12][CH2:13][CH2:14][CH2:15][CH2:16][CH2:17][CH2:18][CH2:19][CH2:20][CH2:21][CH2:22][C:23](=[O:28])[C:24](=[CH:7][C:6]1[CH:9]=[CH:10][CH:11]=[C:4]([N+:1]([O-:3])=[O:2])[CH:5]=1)[C:25](=[O:27])[CH3:26]. Reported procedure: 4.7 g of 3-nitrobenzaldehyde and 9.5 g of 14-bromotetradecane-2-4-dione are dissolved in 100 ml isopropanol, 0.18 ml of acetic acid and 0.15 ml of piperidine are added and the mixture is stirred at RT for 4.5 days. It is cooled in an ice bath, and the crystallized product is filtered off with suction, washed with ice-cold isopropanol and dried. 10.5 g of the compound of m.p. 64-67° C. are obtained. Starting materials: ClC=1C=C(C=CC1Cl)[C@@H]1CN(C[C@H]1NCC(C)C)C(=O)C1CCN(CC1)C(=O)C1(CC1)C (rac-[(3R,4S)-3-(3,4-Dichloro-phenyl)-4-isobutylamino-pyrrolidin-1-yl]-[1-(1-methyl-cyclopropanecarbonyl)-piperidin-4-yl]-methanone), ClC(=O)OC1=CC=C(C=C1)F (4-fluorophenyl chloroformate). Product: FC1=CC=C(C=C1)OC(N(CC(C)C)[C@@H]1CN(C[C@H]1C1=CC(=C(C=C1)Cl)Cl)C(=O)C1CCN(CC1)C(=O)C1(CC1)C)=O (rac-{(3S,4R)-4-(3,4-dichloro-phenyl)-1-[1-(1-methyl cyclopropanecarbonyl)-piperidine-4-carbonyl]-pyrrolidin-3-yl}-isobutyl-carbamic acid 4-fluoro-phenyl ester). RXN SMILES: [Cl:1][C:2]1[CH:3]=[C:4]([C@H:9]2[C@H:13]([NH:14][CH2:15][CH:16]([CH3:18])[CH3:17])[CH2:12][N:11]([C:19]([CH:21]3[CH2:26][CH2:25][N:24]([C:27]([C:29]4([CH3:32])[CH2:31][CH2:30]4)=[O:28])[CH2:23][CH2:22]3)=[O:20])[CH2:10]2)[CH:5]=[CH:6][C:7]=1[Cl:8].Cl[C:34]([O:36][C:37]1[CH:42]=[CH:41][C:40]([F:43])=[CH:39][CH:38]=1)=[O:35]>>[F:43][C:40]1[CH:41]=[CH:42][C:37]([O:36][C:34](=[O:35])[N:14]([C@H:13]2[C@H:9]([C:4]3[CH:5]=[CH:6][C:7]([Cl:8])=[C:2]([Cl:1])[CH:3]=3)[CH2:10][N:11]([C:19]([CH:21]3[CH2:26][CH2:25][N:24]([C:27]([C:29]4([CH3:32])[CH2:30][CH2:31]4)=[O:28])[CH2:23][CH2:22]3)=[O:20])[CH2:12]2)[CH2:15][CH:16]([CH3:18])[CH3:17])=[CH:38][CH:39]=1. Reported procedure: In analogy to the procedure described for the synthesis of example 1 (step h), the title compound rac-{(3S,4R)-4-(3,4-dichloro-phenyl)-1-[1-(1-methyl cyclopropanecarbonyl)-piperidine-4-carbonyl]-pyrrolidin-3-yl}-isobutyl-carbamic acid 4-fluoro-phenyl ester was prepared from rac-[(3R,4S)-3-(3,4-Dichloro-phenyl)-4-isobutylamino-pyrrolidin-1-yl]-[1-(1-methyl-cyclopropanecarbonyl)-piperidin-4-yl]-methanone instead of rac-{4-[(3S,4R)-3-(3,4-dichloro-phenyl)-4-methylamino-pyrrolidine-1-carbonyl]piperi... Reactants: IC=1C(=NN(C1)CC1=CC(=C(C=C1)[N+](=O)[O-])C)C(F)(F)F (4-Iodo-1-(3-methyl-4-nitrobenzyl)-3-trifluoromethyl-1H-pyrazole), FC(C(C(I)(F)F)(F)F)(F)F (heptafluoro-1-iodopropane), CN(C)C=O (DMF). The reagents and catalysts are [Cu] (copper). Solvent: C(C)(=O)OCC (ethyl acetate). Run at temperature 132.5 celsius, time 8 hour. The product is CC=1C=C(CN2N=C(C(=C2)C(CC(F)(F)F)(F)F)C(F)(F)F)C=CC1[N+](=O)[O-] (1-(3-methyl-4-nitrobenzyl)-4-pentafluoropropyl-3-trifluoromethyl-1H-pyrazole). Yield: 38.3%. As a reaction SMILES: I[C:2]1[C:3]([C:18]([F:21])([F:20])[F:19])=[N:4][N:5]([CH2:7][C:8]2[CH:13]=[CH:12][C:11]([N+:14]([O-:16])=[O:15])=[C:10]([CH3:17])[CH:9]=2)[CH:6]=1.[F:22][C:23]([F:32])([F:31])[C:24](F)(F)[C:25]([F:28])([F:27])I.CN(C=O)C>C(OCC)(=O)C.[Cu]>[CH3:17][C:10]1[CH:9]=[C:8]([CH:13]=[CH:12][C:11]=1[N+:14]([O-:16])=[O:15])[CH2:7][N:5]1[CH:6]=[C:2]([C:25]([F:28])([F:27])[CH2:24][C:23]([F:32])([F:31])[F:22])[C:3]([C:18]([F:21])([F:20])[F:19])=[N:4]1. Reported procedure: 4-Iodo-1-(3-methyl-4-nitrobenzyl)-3-trifluoromethyl-1H-pyrazole (2.06 g), copper powder (0.95 g), heptafluoro-1-iodopropane (2.96 g) and DMF (14 ml) were set in an autoclave and heated and stirred for 8 hours, maintaining the inside temperature of 130-135° C. After cooling to room temperature, the reaction mixture was diluted with ethyl acetate (50 ml) and an insoluble matter was filtered with Celite and washed with ethyl acetate. The filtrate was concentrated under the reduced pressure and the ... Run at temperature 30 celsius, time 27 hour. Product: OC(C(=O)OCC)CCC1=CC=CC=C1 (ethyl 2-hydroxy-4-phenylbutyrate). Yield: 79.2%. Reported procedure: 3.0 g of ethyl 2-oxo-4-phenylbutyrate, 0.49 g of the above-mentioned wet cell, 3.0 mg of NAD+, 4.5 g of glucose and 30 ml of 100 mM phosphate buffering solution (pH 7.0) were mixed and stirred at 30° C. for 27 hours. During stirring, 2M sodium carbonate aqueous solution was added gradually so that the reaction solution had a pH of 7.0. Thereafter, to the reaction liquid was added 50 ml of ethyl acetate, then, centrifugal separation was performed to obtain an organic layer. This organic layer was... The reagents and catalysts are C1=CC(=C[N+](=C1)[C@H]2[C@@H]([C@@H]([C@H](O2)COP(=O)(O)OP(=O)(O)OC[C@@H]3[C@H]([C@H]([C@@H](O3)N4C=NC5=C4N=CN=C5N)O)O)O)O)C(=O)N (NAD+). Starting materials: O=C(C(=O)OCC)CCC1=CC=CC=C1 (ethyl 2-oxo-4-phenylbutyrate), O=C[C@H](O)[C@@H](O)[C@H](O)[C@H](O)CO (glucose), P(=O)([O-])([O-])[O-] (phosphate), solution, C([O-])([O-])=O.[Na+].[Na+] (sodium carbonate), S(=O)(=O)([O-])[O-].[Mg+2] (magnesium sulfate). Solvent: C(C)(=O)OCC (ethyl acetate), C(C)(=O)OCC (ethyl acetate). As a reaction SMILES: [O:1]=[C:2]([CH2:8][CH2:9][C:10]1[CH:15]=[CH:14][CH:13]=[CH:12][CH:11]=1)[C:3]([O:5][CH2:6][CH3:7])=[O:4].O=C[C@@H]([C@H]([C@@H]([C@@H](CO)O)O)O)O.P([O-])([O-])([O-])=O.C(=O)([O-])[O-].[Na+].[Na+].S([O-])([O-])(=O)=O.[Mg+2]>C1C=[N+]([C@@H]2O[C@H](COP(OP(OC[C@H]3O[C@@H](N4C5N=CN=C(N)C=5N=C4)[C@H](O)[C@@H]3O)(O)=O)(O)=O)[C@@H](O)[C@H]2O)C=C(C(N)=O)C=1.C(OCC)(=O)C>[OH:1][CH:2]([CH2:8][CH2:9][C:10]1[CH:11]=[CH:12][CH:13]=[CH:14][CH:15]=1)[C:3]([O:5][CH2:6][CH3:7])=[O:4] |f:3.4.5,6.7|.